From a dataset of the Open Reaction Database (ORD), a public repository of structured organic reaction records. describe an organic reaction: reactants, conditions, products, and yield Starting materials: ClC=1C=C2C(=C(NC2=CC1)C(=O)C1=NC=CC(=C1)C)CC(=O)O ([5-Chloro-2-(4-methylpyridine-2-carbonyl)-1H-indol-3-yl]acetic Acid), C(C)(C)(C)OC(=O)NC1CNCC1 (3-(tert-butoxycarbonylamino)pyrrolidine). Product: ClC=1C=C2C(=C(NC2=CC1)C(=O)C1=NC=CC(=C1)C)CC(=O)N1CC(CC1)N (5-Chloro-2-(4-methylpyridine-2-carbonyl)-1H-indol-3-yl-1-(3-amino-1-pyrrolidinyl)-1-ethanone). As a reaction SMILES: [Cl:1][C:2]1[CH:3]=[C:4]2[C:8](=[CH:9][CH:10]=1)[NH:7][C:6]([C:11]([C:13]1[CH:18]=[C:17]([CH3:19])[CH:16]=[CH:15][N:14]=1)=[O:12])=[C:5]2[CH2:20][C:21](O)=[O:22].C(OC([NH:31][CH:32]1[CH2:36][CH2:35][NH:34][CH2:33]1)=O)(C)(C)C>>[Cl:1][C:2]1[CH:3]=[C:4]2[C:8](=[CH:9][CH:10]=1)[NH:7][C:6]([C:11]([C:13]1[CH:18]=[C:17]([CH3:19])[CH:16]=[CH:15][N:14]=1)=[O:12])=[C:5]2[CH2:20][C:21]([N:34]1[CH2:35][CH2:36][CH:32]([NH2:31])[CH2:33]1)=[O:22]. Procedure: The title compound was prepared according to the procedure described in Example 43 from [5-chloro-2-(4-methylpyridine)-1H-indol-3-yl]acetic acid (Example 36) and 3-(tert-butoxycarbonylamino)pyrrolidine.